This data is from the Open Reaction Database (ORD), a public repository of structured organic reaction records. The task is: describe an organic reaction: reactants, conditions, products, and yield Reactants: CC=1C=C(C=CC1)B(O)O (3-methylphenylboronic acid), [F-].[Cs+] (cesium fluoride), CC(=O)C1=CC=C(C=C1)Cl (4-chloroacetophenone). Reagents/catalysts: C(C)(=O)[O-].[Pd+2].C(C)(=O)[O-] (palladium acetate), C1(CCCCC1)P(C1=C(C2=CC=CC=C2C=C1)C1=C(C=CC2=CC=CC=C12)P(C1CCCCC1)C1CCCCC1)C1CCCCC1 ((±)-2,2′-Bis(dicyclohexylphosphino)-1,1′-binaphthyl). Run in O1CCOCC1 (dioxane). Product: CC=1C=C(C=CC1)C1=CC=C(C=C1)C(C)=O (3-methyl-4′-acetylbiphenyl). Isolated yield 92.7%. As a reaction SMILES: [CH3:1][C:2]1[CH:3]=[C:4](B(O)O)[CH:5]=[CH:6][CH:7]=1.[F-].[Cs+].[CH3:13][C:14]([C:16]1[CH:21]=[CH:20][C:19](Cl)=[CH:18][CH:17]=1)=[O:15]>C([O-])(=O)C.[Pd+2].C([O-])(=O)C.C1(P(C2CCCCC2)C2C=CC3C(=CC=CC=3)C=2C2C3C(=CC=CC=3)C=CC=2P(C2CCCCC2)C2CCCCC2)CCCCC1.O1CCOCC1>[CH3:1][C:2]1[CH:3]=[C:4]([C:19]2[CH:20]=[CH:21][C:16]([C:14](=[O:15])[CH3:13])=[CH:17][CH:18]=2)[CH:5]=[CH:6][CH:7]=1 |f:1.2,4.5.6|. Procedure: An oven dried resealable Schlenk tube was purged with argon and charged with palladium acetate (4.4 mg, 0.02 mmol, 2 mol %), ligand 2 [Example 1] (11.9 mg, 0.03 mmol, 3 mol %), 3-methylphenylboronic acid (204 mg, 1.5 mmol), and cesium fluoride (456 mg, 3.0 mmol). The tube was purged with argon, and dioxane (3 mL), and 4-chloroacetophenone (0.13 mL, 1.0 mmol) were added through a rubber septum. The septum was removed, the tube was sealed with a teflon screw cap and the mixture was stirred at room... The reactants are CCN(C(C)C)C(C)C, CC(C)N(C(C)C)P(Cl)OCCC#N, C1CCOC1, Cc1cn(C2CC(O)C(CSCc3c4ccccc4cc4ccccc34)O2)c(=O)[nH]c1=O, c1ccncc1. The product is Cc1cn(C2CC(OP(OCCC#N)N(C(C)C)C(C)C)C(CSCc3c4ccccc4cc4ccccc34)O2)c(=O)[nH]c1=O. Reaction SMILES: [CH:39]([N:40]([CH:41]([CH3:42])[CH3:43])[CH2:44][CH3:45])([CH3:46])[CH3:47].[CH:48]([CH3:49])([CH3:50])[N:51]([P:52]([O:53][CH2:54][CH2:55][C:56]#[N:57])[Cl:58])[CH:59]([CH3:60])[CH3:61].[O:62]1[CH2:63][CH2:64][CH2:65][CH2:66]1.[cH:1]1[cH:2][cH:3][cH:4][c:5]2[cH:6][c:7]3[cH:8][cH:9][cH:10][cH:11][c:12]3[c:13]([CH2:15][S:16][CH2:17][CH:18]3[CH:19]([OH:32])[CH2:20][CH:21]([n:23]4[c:24](=[O:25])[nH:26][c:27](=[O:28])[c:29]([CH3:30])[cH:31]4)[O:22]3)[c:14]12.[cH:33]1[cH:34][cH:35][n:36][cH:37][cH:38]1>>[cH:1]1[cH:2][cH:3][cH:4][c:5]2[cH:6][c:7]3[cH:8][cH:9][cH:10][cH:11][c:12]3[c:13]([CH2:15][S:16][CH2:17][CH:18]3[CH:19]([O:32][P:52]([N:51]([CH:48]([CH3:49])[CH3:50])[CH:59]([CH3:60])[CH3:61])[O:53][CH2:54][CH2:55][C:56]#[N:57])[CH2:20][CH:21]([n:23]4[c:24](=[O:25])[nH:26][c:27](=[O:28])[c:29]([CH3:30])[cH:31]4)[O:22]3)[c:14]12.